From a dataset of the Open Reaction Database (ORD), a public repository of structured organic reaction records. describe an organic reaction: reactants, conditions, products, and yield Starting materials: CC(C)(C)OC(=O)N1CCN(c2ccnc3sc(C(N)=O)c(N)c23)CC1, O=C(O)C(F)(F)F. Product: NC(=O)c1sc2nccc(N3CCNCC3)c2c1N. As a reaction SMILES: [C:1]([O:2][C:3](=[O:4])[N:8]1[CH2:9][CH2:10][N:11]([c:14]2[c:15]3[c:16]([n:17][cH:18][cH:19]2)[s:20][c:21]([C:24]([NH2:25])=[O:26])[c:22]3[NH2:23])[CH2:12][CH2:13]1)([CH3:5])([CH3:6])[CH3:7].[OH:27][C:28]([C:29]([F:30])([F:31])[F:32])=[O:33]>>[NH:8]1[CH2:9][CH2:10][N:11]([c:14]2[c:15]3[c:16]([n:17][cH:18][cH:19]2)[s:20][c:21]([C:24]([NH2:25])=[O:26])[c:22]3[NH2:23])[CH2:12][CH2:13]1. Reactants: C(C1=CC=CC=C1)OC([C@H]1N(CCC1)C([C@@H](NC(=O)OC(C)(C)C)C)=O)=O (N-t-butyloxycarbonyl-L-alanyl-L-proline benzyl ester), [H][H] (Hydrogen). The reagents and catalysts are [C].[Pd] (palladium-carbon). The solvent is CO (methanol). Product: C(C)(C)(C)OC(=O)N[C@@H](C)C(=O)N1[C@H](C(=O)O)CCC1 (N-t-butyloxycarbonyl-L-alanyl-L-proline). Isolated yield 92.4%. As a reaction SMILES: C([O:8][C:9](=[O:27])[C@@H:10]1[CH2:14][CH2:13][CH2:12][N:11]1[C:15](=[O:26])[C@H:16]([CH3:25])[NH:17][C:18]([O:20][C:21]([CH3:24])([CH3:23])[CH3:22])=[O:19])C1C=CC=CC=1.[H][H]>CO.[C].[Pd]>[C:21]([O:20][C:18]([NH:17][C@H:16]([C:15]([N:11]1[CH2:12][CH2:13][CH2:14][C@H:10]1[C:9]([OH:27])=[O:8])=[O:26])[CH3:25])=[O:19])([CH3:22])([CH3:23])[CH3:24] |f:3.4|. Procedure: N-t-butyloxycarbonyl-L-alanyl-L-proline benzyl ester (6.4 g, 17 m mole) was dissolved in methanol (100 ml). Hydrogen was passed for 3 hours through the solution in the presence of 10% palladium-carbon as a catalyst. The catalyst was removed by filtration and the filtrate was distilled under reduced pressure leaving a residue. The residue was crystallized in ethyl acetate-n-hexan to give N-t-butyloxycarbonyl-L-alanyl-L-proline (4.5 g, yield: 92.4%) having melting point of 155° to 157° C. and spec... Reported procedure: The title compound was prepared from (2-amino-5-propyl-4-trifluoromethyl-phenyl)-carbamic acid tert-butyl ester (Example J36) (239 mg, 0.75 mmol) and 3-[3-(2-methyl-pyridin-4-yl)-phenyl]-3-oxo-propionic acid tert-butyl ester (Example K12) (234 mg, 0.75 mmol) according to the general procedure M. Obtained as a light yellow foam (292 mg, 70%). As a reaction SMILES: [C:1]([O:5][C:6](=[O:22])[NH:7][C:8]1[CH:13]=[C:12]([CH2:14][CH2:15][CH3:16])[C:11]([C:17]([F:20])([F:19])[F:18])=[CH:10][C:9]=1[NH2:21])([CH3:4])([CH3:3])[CH3:2].C([O:27][C:28](=O)[CH2:29][C:30]([C:32]1[CH:37]=[CH:36][CH:35]=[C:34]([C:38]2[CH:43]=[CH:42][N:41]=[C:40]([CH3:44])[CH:39]=2)[CH:33]=1)=[O:31])(C)(C)C>>[C:1]([O:5][C:6](=[O:22])[NH:7][C:8]1[CH:13]=[C:12]([CH2:14][CH2:15][CH3:16])[C:11]([C:17]([F:20])([F:19])[F:18])=[CH:10][C:9]=1[NH:21][C:28](=[O:27])[CH2:29][C:30]([C:32]1[CH:37]=[CH:36][CH:35]=[C:34]([C:38]2[CH:43]=[CH:42][N:41]=[C:40]([CH3:44])[CH:39]=2)[CH:33]=1)=[O:31])([CH3:2])([CH3:3])[CH3:4]. Yields the product C(C)(C)(C)OC(NC1=C(C=C(C(=C1)CCC)C(F)(F)F)NC(CC(=O)C1=CC(=CC=C1)C1=CC(=NC=C1)C)=O)=O ((2-{3-[3-(2-Methyl-pyridin-4-yl)-phenyl]-3-oxo-propionylamino}-5-propyl-4-trifluoromethyl-phenyl)-carbamic acid tert-butyl ester), foam. Reactants: C(C)(C)(C)OC(NC1=C(C=C(C(=C1)CCC)C(F)(F)F)N)=O ((2-amino-5-propyl-4-trifluoromethyl-phenyl)-carbamic acid tert-butyl ester), C(C)(C)(C)OC(CC(=O)C1=CC(=CC=C1)C1=CC(=NC=C1)C)=O (3-[3-(2-methyl-pyridin-4-yl)-phenyl]-3-oxo-propionic acid tert-butyl ester). The yield is 70.0%. Solvent: C(Cl)Cl (DCM). Procedure: To a solution of tert-butyl(R)-4-(3-(isoquinolin-6-yl)isoxazol-5-yl)-1-phenylbutan-2-ylcarbamate (0.089 g, 0.20 mmol) in 5 mL of DCM was added 1 mL of TFA. After 30 minutes, the solvent was removed by rotary evaporation. The residue was taken up in 2 N NH3/MeOH to free base the amine. Concentration under reduced pressure, followed by flash chromatography on silica gel (5% to 10% MeOH/DCM) afforded (2R)-4-(3-(isoquinolin-6-yl)isoxazol-5-yl)-1-phenylbutan-2-amine (0.015 g, 22% yield) as a brown so... Isolated yield 21.8%. As a reaction SMILES: [CH:1]1[C:10]2[C:5](=[CH:6][C:7]([C:11]3[CH:15]=[C:14]([CH2:16][CH2:17][C@@H:18]([NH:26]C(=O)OC(C)(C)C)[CH2:19][C:20]4[CH:25]=[CH:24][CH:23]=[CH:22][CH:21]=4)[O:13][N:12]=3)=[CH:8][CH:9]=2)[CH:4]=[CH:3][N:2]=1.C(O)(C(F)(F)F)=O>C(Cl)Cl>[CH:1]1[C:10]2[C:5](=[CH:6][C:7]([C:11]3[CH:15]=[C:14]([CH2:16][CH2:17][C@@H:18]([NH2:26])[CH2:19][C:20]4[CH:21]=[CH:22][CH:23]=[CH:24][CH:25]=4)[O:13][N:12]=3)=[CH:8][CH:9]=2)[CH:4]=[CH:3][N:2]=1. The reactants are C1=NC=CC2=CC(=CC=C12)C1=NOC(=C1)CC[C@H](CC1=CC=CC=C1)NC(OC(C)(C)C)=O (tert-butyl(R)-4-(3-(isoquinolin-6-yl)isoxazol-5-yl)-1-phenylbutan-2-ylcarbamate), C(=O)(C(F)(F)F)O (TFA). Run at time 30 minute. Yields the product C1=NC=CC2=CC(=CC=C12)C1=NOC(=C1)CC[C@H](CC1=CC=CC=C1)N ((2R)-4-(3-(isoquinolin-6-yl)isoxazol-5-yl)-1-phenylbutan-2-amine). Starting materials: C(C)(=O)O (acetic acid), C(C)(=O)S[C@H]1C[C@H](N(C1)C(=O)OCC1=CC=C(C=C1)[N+](=O)[O-])CN1C(NCC1)=O ((2S,4S)-4-acetylthio-1-(4-nitrobenzyloxycarbonyl)-2-(2-oxoimidazolidin-1-yl)methylpyrrolidine), C[O-].[Na+] (sodium methoxide). Solvent: CO (methanol), CO (methanol). Run at time 30 minute. The product is S[C@H]1C[C@H](N(C1)C(=O)OCC1=CC=C(C=C1)[N+](=O)[O-])CN1C(NCC1)=O ((2S,4S)-4-mercapto-1-(4-nitrobenzyloxycarbonyl)-2-(2-oxoimidazolidin-1-yl)methylpyrrolidine). Isolated yield 69.2%. As a reaction SMILES: C([S:4][C@@H:5]1[CH2:9][N:8]([C:10]([O:12][CH2:13][C:14]2[CH:19]=[CH:18][C:17]([N+:20]([O-:22])=[O:21])=[CH:16][CH:15]=2)=[O:11])[C@H:7]([CH2:23][N:24]2[CH2:28][CH2:27][NH:26][C:25]2=[O:29])[CH2:6]1)(=O)C.C[O-].[Na+].C(O)(=O)C>CO>[SH:4][C@@H:5]1[CH2:9][N:8]([C:10]([O:12][CH2:13][C:14]2[CH:19]=[CH:18][C:17]([N+:20]([O-:22])=[O:21])=[CH:16][CH:15]=2)=[O:11])[C@H:7]([CH2:23][N:24]2[CH2:28][CH2:27][NH:26][C:25]2=[O:29])[CH2:6]1 |f:1.2|. Reported procedure: To a solution of (2S,4S)-4-acetylthio-1-(4-nitrobenzyloxycarbonyl)-2-(2-oxoimidazolidin-1-yl)methylpyrrolidine (1.22 g) in methanol (20 ml) was added 28% sodium methoxide in methanol solution (0.61 ml) on ice-bath under atmospheric pressure of nitrogen and the mixture was stirred at the same condition for 30 minutes. To a reaction mixture was added acetic acid (0.17 ml) and evaporated in vacuo. The resulting residue was dissolved in ethyl acetate (50 ml) and the solution was washed twice with sa...